This data is from the Open Reaction Database (ORD), a public repository of structured organic reaction records. The task is: describe an organic reaction: reactants, conditions, products, and yield Starting materials: O[C@@H]1CNCC1 ((S)-3-hydroxypyrrolidine), NC[C@H]1N(CCC1)CC ((S)-(−)-2-aminomethyl-1-ethylpyrrolidine), C(C)=O (acetaldehyde). The product is CNCCN1C[C@H](CC1)O ((3S)-1-[2-(methylamino)ethyl]pyrrolidin-3-ol). Reaction SMILES: [OH:1][C@H:2]1[CH2:6][CH2:5][NH:4][CH2:3]1.N[CH2:8][C@@H:9]1CC[CH2:11][N:10]1CC.C(=O)C>>[CH3:11][NH:10][CH2:9][CH2:8][N:4]1[CH2:5][CH2:6][C@H:2]([OH:1])[CH2:3]1. Procedure details: By using (S)-3-hydroxypyrrolidine (1.0 g) as a starting material, the title compound (195 mg) was obtained in the same manners as those of Reference Example 1, (1) and Reference Example 19, (3). Starting materials: [OH-].[Na+] (sodium hydroxide), OC1=CC=NC2=CC(=CC=C12)N1CCN(CC1)C(=O)OC (4-Hydroxy-7-(4-methoxycarbonyl-1-piperazinyl)quinoline), P12(=S)SP3(=S)SP(=S)(S1)SP(=S)(S2)S3 (phosphorus pentasulfide). Solvent: CO (methanol). Product: N1(CCNCC1)C1=CC=C2C(C=CNC2=C1)=S (7-(1-Piperazinyl)quinoline-4(1H)-thione). The yield is 7.8%. As a reaction SMILES: O[C:2]1[C:11]2[C:6](=[CH:7][C:8]([N:12]3[CH2:17][CH2:16][N:15](C(OC)=O)[CH2:14][CH2:13]3)=[CH:9][CH:10]=2)[N:5]=[CH:4][CH:3]=1.[OH-].[Na+].P12(SP3(SP(SP(S3)(S1)=S)(=S)S2)=S)=[S:25]>CO>[N:12]1([C:8]2[CH:7]=[C:6]3[C:11]([C:2](=[S:25])[CH:3]=[CH:4][NH:5]3)=[CH:10][CH:9]=2)[CH2:17][CH2:16][NH:15][CH2:14][CH2:13]1 |f:1.2|. Procedure: 4-Hydroxy-7-(4-methoxycarbonyl-1-piperazinyl)quinoline (0.32 g, 1.1 mmol) dissolved in methanol (5 ml) was added with 2N sodium hydroxide (1.6 ml) and stirred with heating for 12 hours. After allowing to cool, methanol was removed under reduced pressure. The residue was added with water (10 ml) and adjusted by 5% hydrochloric acid to pH 7 and the water was removed under reduced pressure. This residue was siispended in pyridine (5 ml), added with phosphorus pentasulfide (0.25 g, 1.1 mmol) and sti... The reactants are ice water, CC(C)(C)OC(=O)NC1=CN(C(=C1)C(=O)ON2C3=CC=CC=C3N=N2)C (Boc-Py-OBt), CCN(C(C)C)C(C)C (DIEA), COC(=O)C1=CC2=C(NC(=N2)C=2N(C=C(N2)[N+](=O)[O-])C)C=C1 (2-(1-Methyl-4-nitro-1H-imidazol-2-yl)-1H-benzimidazole-5-carboxylic methyl ester). Reagents/catalysts: [Pd] (Pd/C). Run in CN(C)C=O (DMF). Conditions: temperature 60 celsius, time 2 hour. The product is COC(=O)C1=CC2=C(NC(=N2)C=2N(C=C(N2)NC(=O)C=2N(C=C(C2)NC(=O)OC(C)(C)C)C)C)C=C1 (2-{4-[(4-tert-Butoxycarbonylamino-1-methyl-1H-pyrrole-2-carbonyl)-amino]-1-methyl-1H-imidazol-2-yl}-1H-benzimidazole-5-carboxylic methyl ester). Yield: 25.0%. As a reaction SMILES: [CH3:1][O:2][C:3]([C:5]1[CH:22]=[CH:21][C:8]2[NH:9][C:10]([C:12]3[N:13]([CH3:20])[CH:14]=[C:15]([N+:17]([O-])=O)[N:16]=3)=[N:11][C:7]=2[CH:6]=1)=[O:4].[CH3:23][C:24]([O:27][C:28]([NH:30][C:31]1[CH:35]=[C:34]([C:36](ON2N=NC3C2=CC=CC=3)=[O:37])[N:33]([CH3:48])[CH:32]=1)=[O:29])([CH3:26])[CH3:25].CCN(C(C)C)C(C)C>CN(C=O)C.[Pd]>[CH3:1][O:2][C:3]([C:5]1[CH:22]=[CH:21][C:8]2[NH:9][C:10]([C:12]3[N:13]([CH3:20])[CH:14]=[C:15]([NH:17][C:36]([C:34]4[N:33]([CH3:48])[CH:32]=[C:31]([NH:30][C:28]([O:27][C:24]([CH3:25])([CH3:23])[CH3:26])=[O:29])[CH:35]=4)=[O:37])[N:16]=3)=[N:11][C:7]=2[CH:6]=1)=[O:4]. Procedure: Pd/C (10 wt. %, 150 mg) was added to a solution of nitro-ester 21a (1.00 g, 3.32 mmol) in DMF (100 mL) and the mixture was hydrogenated at 450 psi for 2 h at ambient temperature. The reaction mixture was filtered through Celite to remove the catalyst and the filtrate was treated immediately with Boc-Py-OBt (27a, 1.42 g, 3.98 mmol) and DIEA (20 mL) and stirred at 60° C. for 18 h. The resulting yellow solution was poured into ice water and extracted with EtOAc. The organic phase was washed with 10... The reactants are C1(=CC=CC=C1)NNC(=S)N (1-phenylthiosemicarbazide), ClC(=O)OCC (ethyl chloroformate). Run in C(C)O (ethanol). Conditions: time 30 minute. The product is C(C)OC(=O)N(NC(=S)N)C1=CC=CC=C1 (1-Ethoxycarbonyl-1-phenythiosemicarbazide). Reaction SMILES: [C:1]1([NH:7][NH:8][C:9]([NH2:11])=[S:10])[CH:6]=[CH:5][CH:4]=[CH:3][CH:2]=1.Cl[C:13]([O:15][CH2:16][CH3:17])=[O:14]>C(O)C>[CH2:16]([O:15][C:13]([N:7]([C:1]1[CH:2]=[CH:3][CH:4]=[CH:5][CH:6]=1)[NH:8][C:9]([NH2:11])=[S:10])=[O:14])[CH3:17]. Reported procedure: A mixture of 1-phenylthiosemicarbazide (25 g), ethanol (180 ml) and ethyl chloroformate (17 ml) was heated under reflux with stirring for 30 minutes. The mixture was cooled to room temperature and the solid was filtered, washed with ethanol and then with ether to give 28.9 g of the desired product. The reactants are BrB(Br)Br, O=c1cc(C(F)F)occ1OCc1ccccc1, CO, ClCCl. The product is O=c1cc(C(F)F)occ1O. As a reaction SMILES: [B:19]([Br:20])([Br:21])[Br:22].[CH2:1]([c:2]1[cH:3][cH:4][cH:5][cH:6][cH:7]1)[O:8][c:9]1[c:10](=[O:18])[cH:11][c:12]([CH:15]([F:16])[F:17])[o:13][cH:14]1.[CH3:23][OH:24].[Cl:25][CH2:26][Cl:27]>>[OH:8][c:9]1[c:10](=[O:18])[cH:11][c:12]([CH:15]([F:16])[F:17])[o:13][cH:14]1. Reactants: BrC=1C=C(C(=O)O)C=C(C1)Br (3,5-dibromobenzoic acid), C[Li] (methyl lithium). Run in CCOCC (Et2O). Conditions: time 2 hour. The product is BrC=1C=C(C=C(C1)Br)C(C)=O (1-(3,5-dibromo-phenyl)-ethanone). RXN SMILES: [Br:1][C:2]1[CH:3]=[C:4]([CH:8]=[C:9]([Br:11])[CH:10]=1)[C:5]([OH:7])=O.[CH3:12][Li]>CCOCC>[Br:11][C:9]1[CH:8]=[C:4]([C:5](=[O:7])[CH3:12])[CH:3]=[C:2]([Br:1])[CH:10]=1. Reported procedure: To a solution of 3,5-dibromobenzoic acid (2.5 g, 8.9 mmol) in Et2O (30 mL) at 0° C. was added methyl lithium (1.6M in diethyl ether; 12.3 mL, 19.6 mmol) was added dropwise. The reaction was warmed to room temperature and stirred for 2 hours. Acidic work-up, followed by silica gel chromatography, gave 1-(3,5-dibromo-phenyl)-ethanone.